This data is from the Open Reaction Database (ORD), a public repository of structured organic reaction records. The task is: describe an organic reaction: reactants, conditions, products, and yield The reactants are CCc1cc(C(C)=O)c(O)cc1OCCCCCC(C)(C)C(=O)O, CC(=O)[O-], CO, Cl, NO, [Na+]. Yields the product CCc1cc(C(C)=NO)c(O)cc1OCCCCCC(C)(C)C(=O)O. Reaction SMILES: [C:1]([CH3:2])(=[O:3])[c:4]1[cH:5][c:6]([CH2:23][CH3:24])[c:7]([O:8][CH2:9][CH2:10][CH2:11][CH2:12][CH2:13][C:14]([C:15](=[O:16])[OH:17])([CH3:18])[CH3:19])[cH:20][c:21]1[OH:22].[CH3:29][C:30](=[O:31])[O-:32].[CH3:33][OH:34].[ClH:25].[NH2:26][OH:27].[Na+:28]>>[C:1]([CH3:2])([c:4]1[cH:5][c:6]([CH2:23][CH3:24])[c:7]([O:8][CH2:9][CH2:10][CH2:11][CH2:12][CH2:13][C:14]([C:15](=[O:16])[OH:17])([CH3:18])[CH3:19])[cH:20][c:21]1[OH:22])=[N:26][OH:27]. Reactants: [Br-].[Li+] (lithium bromide), C([O-])([O-])=O.[Li+].[Li+] (lithium carbonate), S(=O)([O-])[O-].[Na+].[Na+] (sodium sulfite), C(C)(=O)[O-].[Na+] (sodium acetate), BrN1C(=O)N(C(=O)C1(C)C)Br (1,3-dibromo-5,5-dimethylhydantoin), C(C)(=O)OC1=CC2=CC[C@H]3[C@@H]4CCC([C@@]4(C)C[C@H]([C@@H]3[C@H]2CC1)OC(C)=O)=O (3,11α-diacetoxy-estra-3,5-dien-17-one), ice water. The solvent is CN1C(CCC1)=O (N-methyl-2-pyrrolidinone), C(Cl)Cl (methylene chloride). Conditions: temperature 0 celsius, time 30 minute. Yields the product C(C)(=O)O[C@H]1[C@@H]2[C@H]3CCC(C=C3C=C[C@H]2[C@@H]2CCC([C@@]2(C)C1)=O)=O (11α-acetoxy-estra-4,6-diene-3,17-dione). Isolated yield 59.7%. RXN SMILES: C([O-])(=O)C.[Na+].BrN1C(C)(C)C(=O)N(Br)C1=O.C([O:20][C:21]1[CH2:38][CH2:37][C@H:36]2[C:23](=[CH:24][CH2:25][C@@H:26]3[C@@H:35]2[C@H:34]([O:39][C:40](=[O:42])[CH3:41])[CH2:33][C@@:31]2([CH3:32])[C@H:27]3[CH2:28][CH2:29][C:30]2=[O:43])[CH:22]=1)(=O)C.S([O-])([O-])=O.[Na+].[Na+].[Br-].[Li+].C(=O)([O-])[O-].[Li+].[Li+]>CN1CCCC1=O.C(Cl)Cl>[C:40]([O:39][C@@H:34]1[CH2:33][C@@:31]2([CH3:32])[C@@H:27]([CH2:28][CH2:29][C:30]2=[O:43])[C@H:26]2[C@H:35]1[C@@H:36]1[C:23]([CH:24]=[CH:25]2)=[CH:22][C:21](=[O:20])[CH2:38][CH2:37]1)(=[O:42])[CH3:41] |f:0.1,4.5.6,7.8,9.10.11|. Reported procedure: 48 ml of a 10% aqueous sodium acetate solution and, in portions, 22.3 g of 1,3-dibromo-5,5-dimethylhydantoin are added to 57 g of 3,11α-diacetoxy-estra-3,5-dien-17-one in 470 ml of N-methyl-2-pyrrolidinone while being cooled with ice. After 30 minutes, 16.7 g of sodium sulfite is added, it is stirred for 15 minutes at 0° C., then mixed with 20 g of lithium bromide and 16 g of lithium carbonate and stirred at 100° C. After 2 hours, the reaction mixture is added to ice/water. The precipitated prod...